Task: describe an organic reaction: reactants, conditions, products, and yield. Dataset: the Open Reaction Database (ORD), a public repository of structured organic reaction records Reactants: C(#N)[BH3-].[Na+] (sodium cyanoborohydride), CON=C1CCCC2=CC=C(C=C12)Cl (7-chloro-3,4-dihydro-2H-naphthalen-1-one-O-methyl-oxime). The solvent is C(C)(=O)O (acetic acid). Run at temperature 23 celsius, time 6 hour. Product: ClC1=CC=C2CCCC(C2=C1)NOC (N-(7-chloro-1,2,3,4-tetrahydro-naphthalen-1-yl)-O-methyl-hydroxylamine). Isolated yield 45.3%. RXN SMILES: [CH3:1][O:2][N:3]=[C:4]1[C:13]2[C:8](=[CH:9][CH:10]=[C:11]([Cl:14])[CH:12]=2)[CH2:7][CH2:6][CH2:5]1.C([BH3-])#N.[Na+]>C(O)(=O)C>[Cl:14][C:11]1[CH:12]=[C:13]2[C:8]([CH2:7][CH2:6][CH2:5][CH:4]2[NH:3][O:2][CH3:1])=[CH:9][CH:10]=1 |f:1.2|. Procedure details: To a stirred solution of crude 7-chloro-3,4-dihydro-2H-naphthalen-1-one-O-methyl-oxime (5.9 g; 28.14 mmol) prepared as described in example P1a in acetic acid (100 ml) was added portion wise sodium cyanoborohydride 95% (3.54 g; 56.3 mmol) at 15° C. The mixture was stirred for 6 hours at 23° C. Most of acetic acid was removed under reduced pressure. The residue was poured in 2N NaOH (100 ml) and was extracted with ethylacetate (3×80 ml). Combined organics were dried over sodium sulfate and solven... The reactants are N1=C(C=NC=C1)C(=O)O (2-pyrazinecarboxylic acid), C(C)(C)(C)C1=NC(=CC(=N1)N1CCN(CC1)CCCCN)C1CCC1 (4-[4-(2-tert-butyl-6-cyclobutyl-pyrimidin-4-yl)-piperazin-1-yl]-butylamine), C(C)(C)N(CC)C(C)C (diisopropylethylamine), OC1=CC=CC=2NN=NC21 (hydroxybenzotriazole), N-ethyl-N′-(3-dimethyl-aminopropyl)-carbodiimide hydrochloride, Cl.C(C)N=C=NCCCN(C)C (N-ethyl-N′-(3-dimethylaminopropyl)-carbodiimide hydrochloride). The solvent is ClCCl (dichloromethane), ClCCl (dichloromethane). Conditions: time 16 hour. Yields the product C(C)(C)(C)C1=NC(=CC(=N1)N1CCN(CC1)CCCCNC(=O)C1=NC=CN=C1)C1CCC1 (Pyrazine-2-carboxylic acid {4-[4-(2-tert-butyl-6-cyclobutyl-pyrimidin-4-yl)-piperazin-1-yl]-butyl}-amide). The yield is 55.7%. RXN SMILES: [N:1]1[CH:6]=[CH:5][N:4]=[CH:3][C:2]=1[C:7]([OH:9])=O.[C:10]([C:14]1[N:19]=[C:18]([N:20]2[CH2:25][CH2:24][N:23]([CH2:26][CH2:27][CH2:28][CH2:29][NH2:30])[CH2:22][CH2:21]2)[CH:17]=[C:16]([CH:31]2[CH2:34][CH2:33][CH2:32]2)[N:15]=1)([CH3:13])([CH3:12])[CH3:11].C(N(C(C)C)CC)(C)C.OC1C2N=NNC=2C=CC=1.Cl.C(N=C=NCCCN(C)C)C>ClCCl>[C:10]([C:14]1[N:19]=[C:18]([N:20]2[CH2:21][CH2:22][N:23]([CH2:26][CH2:27][CH2:28][CH2:29][NH:30][C:7]([C:2]3[CH:3]=[N:4][CH:5]=[CH:6][N:1]=3)=[O:9])[CH2:24][CH2:25]2)[CH:17]=[C:16]([CH:31]2[CH2:34][CH2:33][CH2:32]2)[N:15]=1)([CH3:13])([CH3:11])[CH3:12] |f:4.5|. Procedure: 0.28 g of 2-pyrazinecarboxylic acid (2.26 mmol) and 0.78 g of 4-[4-(2-tert-butyl-6-cyclobutyl-pyrimidin-4-yl)-piperazin-1-yl]-butylamine (2.27 mmol) were dissolved in 30 ml of dichloromethane. Addition of 1.19 g of diisopropylethylamine (9.26 mmol), 0.155 g of hydroxybenzotriazole (HOBt, 1.15 mmol), and 0.487 g of N-ethyl-N′-(3-dimethyl-aminopropyl)-carbodiimide hydrochloride (EDCl, 2.54 mmol) at 0° C. was followed by stirring for 16 h at room temperature. After the addition of 0.24 g of N-ethyl... Starting materials: FC1=CC=C(C=C1)C=1N=C2OC=CN2C1C=1C=CC=2N(C1)C(=NN2)C2CNCC2 (6-(4-fluorophenyl)-5-(3-(pyrrolidin-3-yl)-[1,2,4]triazolo[4,3-a]pyridin-6-yl)imidazo[2,1-b]oxazole), TEA, C(C)(=O)Cl (acetyl chloride). The solvent is C(Cl)Cl (DCM). Conditions: time 16 hour. The product is FC1=CC=C(C=C1)C=1N=C2OC=CN2C1C=1C=CC=2N(C1)C(=NN2)C2CN(CC2)C(C)=O (1-(3-(6-(6-(4-Fluorophenyl)imidazo[2,1-b]oxazol-5-yl)-[1,2,4]triazolo[4,3-a]pyridin-3-yl)pyrrolidin-1-yl)ethanone). Yield: 17.9%. Reaction SMILES: [F:1][C:2]1[CH:7]=[CH:6][C:5]([C:8]2[N:9]=[C:10]3[N:14]([C:15]=2[C:16]2[CH:17]=[CH:18][C:19]4[N:20]([C:22]([CH:25]5[CH2:29][CH2:28][NH:27][CH2:26]5)=[N:23][N:24]=4)[CH:21]=2)[CH:13]=[CH:12][O:11]3)=[CH:4][CH:3]=1.[C:30](Cl)(=[O:32])[CH3:31]>C(Cl)Cl>[F:1][C:2]1[CH:7]=[CH:6][C:5]([C:8]2[N:9]=[C:10]3[N:14]([C:15]=2[C:16]2[CH:17]=[CH:18][C:19]4[N:20]([C:22]([CH:25]5[CH2:29][CH2:28][N:27]([C:30](=[O:32])[CH3:31])[CH2:26]5)=[N:23][N:24]=4)[CH:21]=2)[CH:13]=[CH:12][O:11]3)=[CH:4][CH:3]=1. Reported procedure: To a suspension of 6-(4-fluorophenyl)-5-(3-(pyrrolidin-3-yl)-[1,2,4]triazolo[4,3-a]pyridin-6-yl)imidazo[2,1-b]oxazole (0.100 g, 0.26 mmol; Example #M.1.1.3) in DCM (5 mL) was added TEA (0.04 mL, 0.26 mmol) and acetyl chloride (0.02 mL, 0.26 mmol). The reaction mixture was stirred at ambient temperature for about 16 h. The crude reaction mixture was purified by flash chromatography (silica gel; DCM/MeOH gradient from 99:1 to 90:10) to afford the title compound (0.02 g, 17%). LC/MS (Table 1, Metho... Reactants: FC(C1=C(C(Cl)Cl)C=CC(=C1)Cl)(F)F (2-trifluoromethyl-4-chlorobenzalchloride), [OH-].[Na+] (sodium hydroxide), stainless steel, [H][H] (hydrogen), FC(C1=C(C(Cl)Cl)C=CC(=C1)Cl)(F)F (2-trifluoromethyl-4-chlorobenzalchloride), isomeric mixture, [H][H] (hydrogen). The reagents and catalysts are [Pd].[C] (Pd carbon). The solvent is O (water). Run at temperature 30 celsius. The product is CC1=C(C=C(C=C1)Cl)C(F)(F)F (2-methyl-5-chlorobenzotrifluoride). Yield: 122.5%. RXN SMILES: [F:1][C:2]([F:14])([F:13])[C:3]1[CH:11]=[C:10]([Cl:12])[CH:9]=[CH:8][C:4]=1[CH:5](Cl)Cl.[OH-].[Na+].[H][H]>[Pd].[C].O>[CH3:5][C:4]1[CH:8]=[CH:9][C:10]([Cl:12])=[CH:11][C:3]=1[C:2]([F:13])([F:1])[F:14] |f:1.2,4.5|. Procedure details: A 1000-ml autoclave which is equipped with a mechanical stirrer and made of stainless steel (SUS-316) was charged with 263.6 g (1.0 mol) of the isomeric mixture (the product of the first step) containing 0.72 mol of 2-trifluoromethyl-4-chlorobenzalchloride as a main component, 84 g (2.1 mol) of sodium hydroxide and 420 g of water. Then, 5.3 g (2.0 wt %) of a metal-carried catalyst (5%-Pd/carbon) was added to the autoclave. The atmosphere of the autoclave was replaced by hydrogen, and the autocla... Reactants: Cl.NC=1C=CC2=C(CCC3CC(NN=C23)=O)C1 (8-amino-4,4a,5,6-tetrahydrobenzo[h]cinnolin-3(2H)-one hydrochloride), O1C=CC(C=C1)=O (4H-pyran-4-one). The solvent is O (water). Product: O=C1C=CN(C=C1)C=1C=CC2=C(CCC3CC(NN=C23)=O)C1 (8-(4-Oxo-1,4-dihydropyridin-1-yl)-4,4a, 5,6-tetrahydrobenzo[h]cinnolin-3(2H)-one). Isolated yield 10.3%. Reaction SMILES: Cl.[NH2:2][C:3]1[CH:4]=[CH:5][C:6]2[C:15]3[CH:10]([CH2:11][C:12](=[O:16])[NH:13][N:14]=3)[CH2:9][CH2:8][C:7]=2[CH:17]=1.O1[CH:23]=[CH:22][C:21](=[O:24])[CH:20]=[CH:19]1>O>[O:24]=[C:21]1[CH:22]=[CH:23][N:2]([C:3]2[CH:4]=[CH:5][C:6]3[C:15]4[CH:10]([CH2:11][C:12](=[O:16])[NH:13][N:14]=4)[CH2:9][CH2:8][C:7]=3[CH:17]=2)[CH:19]=[CH:20]1 |f:0.1|. Procedure: A stirred mixture of 8-amino-4,4a,5,6-tetrahydrobenzo[h]cinnolin-3(2H)-one hydrochloride (1.5 g) and 4H-pyran-4-one (0.84 g) in water (40 ml) was heated under reflux for 2 hours in a nitrogen atmosphere. The resultant solid was washed with dilute hydrochloric acid to give a crude product, 0.5 g. Purification by column chromatography (silica gel, 9:1 chloroform: methanol) gave the title compound 0.18 g, m.p. >300° C. The reactants are BrCCO (2-bromoethanol), O1CCCC=C1 (dihydropyran), C1(=CC=C(C=C1)S(=O)(=O)O)C (p-toluenesulfonic acid). Reaction conditions: time 3 hour. Yields the product BrCCOC1OCCCC1 (2-bromo-1-(2-tetrahydropyranyloxy)ethane). Reaction SMILES: [Br:1][CH2:2][CH2:3][OH:4].C1(C)C=CC(S(O)(=O)=O)=CC=1.[O:16]1[CH:21]=[CH:20][CH2:19][CH2:18][CH2:17]1>>[Br:1][CH2:2][CH2:3][O:4][CH:17]1[CH2:18][CH2:19][CH2:20][CH2:21][O:16]1. Procedure: 2.29 ml of 2-bromoethanol was dissolved in 27.8 ml of dry dichrolomethane, and 7.21 ml of dihydropyran and then 48.1 mg of dry p-toluenesulfonic acid were added thereto. The mixture was stirred at room temperature for 3 hours. Then, the reaction mixture was partitioned with 150 ml of chloroform and 75 ml of a 4% sodium hydrogen-carbonate aqueous solution. The organic layer was washed sequentially with water and a saturated sodium chloride aqueous solution and then dried over anhydrous sodium sul... Reactants: BrC=1C=C(C(=O)NN)C=C(C1)O (3-Bromo-5-hydroxybenzohydrazide), CCCCCC (hexane), N#CBr (Cyanogen bromide), C([O-])(O)=O.[Na+] (sodium bicarbonate). Run in O1CCOCC1 (dioxane). Reaction conditions: time 8 hour. Product: NC1=NN=C(O1)C=1C=C(C=C(C1)Br)O (3-(5-Amino-1,3,4-oxadiazol-2-yl)-5-bromophenol). Isolated yield 47.3%. Reaction SMILES: [Br:1][C:2]1[CH:3]=[C:4]([CH:9]=[C:10]([OH:12])[CH:11]=1)[C:5]([NH:7][NH2:8])=[O:6].[N:13]#[C:14]Br.C(=O)(O)[O-].[Na+].CCCCCC>O1CCOCC1>[NH2:13][C:14]1[O:6][C:5]([C:4]2[CH:9]=[C:10]([OH:12])[CH:11]=[C:2]([Br:1])[CH:3]=2)=[N:7][N:8]=1 |f:2.3|. Procedure: 3-Bromo-5-hydroxybenzohydrazide (400 mg, 1.04 mmol) was suspended in 5 ml dioxane. Cyanogen bromide (110 mg, 1.04 mmol) and sodium bicarbonate (4%, 1 ml, 12 mmol) were added and the reaction was stirred at room temperature overnight. The reaction mixture was concentrated under reduced pressure and re-dissolved in ethyl acetate. The organic was washed with water, brine and dried over sodium sulphate, filtered and evaporated under reduced pressure. The oil obtained was precipitate with hexane and ... Starting materials: [N+](=O)([O-])C1=CC=C(C=C1)C1=NN(C=C1C1=C2C(=NC=C1)N(C(=C2)C2=CC(=CC=C2)CN(C)C)S(=O)(=O)C2=CC=CC=C2)CC (4-[3-(4-nitrophenyl)-1-ethyl-1H-pyrazol-4-yl]-2-[3-(dimethylaminomethyl)phenyl]-1-phenylsulfonyl-1H-pyrrolo[2,3-b]pyridine). The reagents and catalysts are [Zn] (zinc). Run in CC(=O)O (HOAc). Run at time 1 hour. Product: NC1=CC=C(C=C1)C1=NN(C=C1C1=C2C(=NC=C1)NC(=C2)C2=CC(=CC=C2)CN(C)C)CC (4-[3-(4-aminophenyl)-1-ethyl-1H-pyrazol-4-yl]-2-[3-(dimethylaminomethyl)phenyl]-1H-pyrrolo[2,3-b]pyridine). As a reaction SMILES: [N+:1]([C:4]1[CH:9]=[CH:8][C:7]([C:10]2[C:14]([C:15]3[CH:20]=[CH:19][N:18]=[C:17]4[N:21](S(C5C=CC=CC=5)(=O)=O)[C:22]([C:24]5[CH:29]=[CH:28][CH:27]=[C:26]([CH2:30][N:31]([CH3:33])[CH3:32])[CH:25]=5)=[CH:23][C:16]=34)=[CH:13][N:12]([CH2:43][CH3:44])[N:11]=2)=[CH:6][CH:5]=1)([O-])=O>CC(O)=O.[Zn]>[NH2:1][C:4]1[CH:5]=[CH:6][C:7]([C:10]2[C:14]([C:15]3[CH:20]=[CH:19][N:18]=[C:17]4[NH:21][C:22]([C:24]5[CH:29]=[CH:28][CH:27]=[C:26]([CH2:30][N:31]([CH3:32])[CH3:33])[CH:25]=5)=[CH:23][C:16]=34)=[CH:13][N:12]([CH2:43][CH3:44])[N:11]=2)=[CH:8][CH:9]=1. Procedure: To a stirred solution of 4-[3-(4-nitrophenyl)-1-ethyl-1H-pyrazol-4-yl]-2-[3-(dimethylaminomethyl)phenyl]-1-phenylsulfonyl-1H-pyrrolo[2,3-b]pyridine (1.1 mmol) in HOAc (20 mL) was added portionwise zinc dust (8.0 mmol) over 5 minutes. The reaction was stirred at room temperature for 1 h, filtered through a pad of Celite, rinsed with acetic acid, and concentrated to dryness under vacuum. The residue was re-evaporated several times from methanol/toluene to remove the excess acetic acid, taken up in... Starting materials: C1CCOC1, C[Si](C)(C)[N-][Si](C)(C)C, COC(=O)CCc1cccc(C#N)c1, [Na+], [Na+], O=C([O-])O, O. Product: COC(=O)C(C)Cc1cccc(C#N)c1. As a reaction SMILES: [CH2:31]1[O:32][CH2:33][CH2:34][CH2:35]1.[CH3:15][Si:16]([N-:17][Si:18]([CH3:19])([CH3:20])[CH3:21])([CH3:22])[CH3:23].[CH3:1][O:2][C:3]([CH2:4][CH2:5][c:6]1[cH:7][c:8]([C:12]#[N:13])[cH:9][cH:10][cH:11]1)=[O:14].[Na+:24].[Na+:29].[O-:25][C:26]([OH:27])=[O:28].[OH2:30]>>[CH3:1][O:2][C:3]([CH:4]([CH2:5][c:6]1[cH:7][c:8]([C:12]#[N:13])[cH:9][cH:10][cH:11]1)[CH3:15])=[O:14].